From a dataset of the Open Reaction Database (ORD), a public repository of structured organic reaction records. describe an organic reaction: reactants, conditions, products, and yield The solvent is O1CCCC1 (tetrahydrofuran), O (water). Conditions: time 45 minute. The reagents and catalysts are [Os](=O)(=O)(=O)=O (osmium tetroxide). Reported procedure: N-Methylmorpholine N-oxide (1 g, 8.6 mmol) and osmium tetroxide (2 ml, 2.5% solution in tert-butanol) were added to a solution of (2R,3R,4S)-2-[(1R)-1-(3,5-bis(trifluoromethyl)phenyl)ethoxy]-3-(4-fluorophenyl)-4-vinyl-tetrahydropyran (see Example 147 in WO 00/56727; 2 g, 4.3 mmol) in tetrahydrofuran (25 ml) and water (10 ml). The mixture was stirred at room temperature for one hour before sodium periodate (9 g, 43 mmol) was added. This mixture was stirred for 45 minutes and then filtered through... Reaction SMILES: C[N+]1([O-])CC[O:5]CC1.[F:9][C:10]([F:40])([F:39])[C:11]1[CH:12]=[C:13]([C@H:21]([O:23][C@@H:24]2[C@@H:29]([C:30]3[CH:35]=[CH:34][C:33]([F:36])=[CH:32][CH:31]=3)[C@H:28]([CH:37]=C)[CH2:27][CH2:26][O:25]2)[CH3:22])[CH:14]=[C:15]([C:17]([F:20])([F:19])[F:18])[CH:16]=1.I([O-])(=O)(=O)=O.[Na+]>O1CCCC1.O.[Os](=O)(=O)(=O)=O>[F:18][C:17]([F:20])([F:19])[C:15]1[CH:14]=[C:13]([C@H:21]([O:23][C@@H:24]2[C@@H:29]([C:30]3[CH:35]=[CH:34][C:33]([F:36])=[CH:32][CH:31]=3)[C@H:28]([CH:37]=[O:5])[CH2:27][CH2:26][O:25]2)[CH3:22])[CH:12]=[C:11]([C:10]([F:39])([F:40])[F:9])[CH:16]=1 |f:2.3|. The reactants are C[N+]1(CCOCC1)[O-] (N-Methylmorpholine N-oxide), FC(C=1C=C(C=C(C1)C(F)(F)F)[C@@H](C)O[C@H]1OCC[C@H]([C@@H]1C1=CC=C(C=C1)F)C=C)(F)F ((2R,3R,4S)-2-[(1R)-1-(3,5-bis(trifluoromethyl)phenyl)ethoxy]-3-(4-fluorophenyl)-4-vinyl-tetrahydropyran), I(=O)(=O)(=O)[O-].[Na+] (sodium periodate). Isolated yield 80.1%. The product is FC(C=1C=C(C=C(C1)C(F)(F)F)[C@@H](C)O[C@H]1OCC[C@H]([C@@H]1C1=CC=C(C=C1)F)C=O)(F)F ((2R,3R,4R)-2-[(1R)-1-(3,5-Bis(trifluoromethyl)phenyl)ethoxy]-3-(4-fluorophenyl)-tetrahydropyran-4-carbaldehyde). Reactants: N1(CCNCC1)C=1C=CC=2N(N1)C(=NN2)C(F)(F)F (6-(piperazin-1-yl)-3-(trifluoromethyl)-[1,2,4]triazolo[4,3-b]pyridazine), CN1CCN(CC1)C1=CC=C(C=O)C=C1 (4-(4-methylpiperazin-1-yl)benzaldehyde). Yields the product CN1CCN(CC1)C1=CC=C(C=C1)CN1CCN(CC1)C=1C=CC=2N(N1)C(=NN2)C(F)(F)F (6-[4-[[4-(4-methylpiperazin-1-yl)phenyl]methyl]piperazin-1-yl]-3-(trifluoromethyl)-[1,2,4]triazolo[4,3-b]pyridazine). RXN SMILES: [N:1]1([C:7]2[CH:8]=[CH:9][C:10]3[N:11]([C:13]([C:16]([F:19])([F:18])[F:17])=[N:14][N:15]=3)[N:12]=2)[CH2:6][CH2:5][NH:4][CH2:3][CH2:2]1.[CH3:20][N:21]1[CH2:26][CH2:25][N:24]([C:27]2[CH:34]=[CH:33][C:30]([CH:31]=O)=[CH:29][CH:28]=2)[CH2:23][CH2:22]1>>[CH3:20][N:21]1[CH2:26][CH2:25][N:24]([C:27]2[CH:34]=[CH:33][C:30]([CH2:31][N:4]3[CH2:3][CH2:2][N:1]([C:7]4[CH:8]=[CH:9][C:10]5[N:11]([C:13]([C:16]([F:17])([F:18])[F:19])=[N:14][N:15]=5)[N:12]=4)[CH2:6][CH2:5]3)=[CH:29][CH:28]=2)[CH2:23][CH2:22]1. Procedure details: Reductive amination of 6-(piperazin-1-yl)-3-(trifluoromethyl)-[1,2,4]triazolo[4,3-b]pyridazine with 4-(4-methylpiperazin-1-yl)benzaldehyde was carried out according to General Synthetic Method 7. The crude product was purified by hplc using a Phenomenex Luna C18 100A, 10 m silica, 21 mm diameter, 150 mm length eluted with decreasingly polar mixtures of water (containing 0.1% aqueous ammonia) and acetonitrile as eluents to give 6-[4-[[4-(4-methylpiperazin-1-yl)phenyl]methyl]piperazin-1-yl]-3-(tri... The reactants are ClC1=CC=C(C=C1)CC(=O)Cl (4-chlorophenylacetyl chloride), ClC1=CC=C(C=C1)NCCC(=O)OCC (ethyl N-(4-chlorophenyl)-3-aminopropionate). Product: ClC1=CC=C(C=C1)CC(=O)N(C1=CC=C(C=C1)Cl)CCC(=O)OCC (ethyl 3-[2-(4-chloro-phenyl)-N-(4-chlorophenyl)acetamido]-propanoate). Reaction SMILES: [Cl:1][C:2]1[CH:7]=[CH:6][C:5]([CH2:8][C:9](Cl)=[O:10])=[CH:4][CH:3]=1.[Cl:12][C:13]1[CH:18]=[CH:17][C:16]([NH:19][CH2:20][CH2:21][C:22]([O:24][CH2:25][CH3:26])=[O:23])=[CH:15][CH:14]=1>>[Cl:1][C:2]1[CH:7]=[CH:6][C:5]([CH2:8][C:9]([N:19]([CH2:20][CH2:21][C:22]([O:24][CH2:25][CH3:26])=[O:23])[C:16]2[CH:17]=[CH:18][C:13]([Cl:12])=[CH:14][CH:15]=2)=[O:10])=[CH:4][CH:3]=1. Reported procedure: By a procedure similar to that of example 1.115.1, starting from 4-chlorophenylacetyl chloride and ethyl N-(4-chlorophenyl)-3-aminopropionate, ethyl 3-[2-(4-chloro-phenyl)-N-(4-chlorophenyl)acetamido]-propanoate was obtained as yellowish oil. Reactants: COC(=O)c1cccc(-c2ccc3c(c2)C(N)CC(C)N3C(C)=O)c1, CC(=O)[O-], CC(=O)[O-], ClCCl, [Cu+2], [Na+], O=C([O-])O, OB(O)c1cccnc1. The product is COC(=O)c1cccc(-c2ccc3c(c2)C(Nc2cccnc2)CC(C)N3C(C)=O)c1. As a reaction SMILES: [C:1]([CH3:2])(=[O:3])[N:4]1[CH:5]([CH3:25])[CH2:6][CH:7]([NH2:24])[c:8]2[cH:9][c:10](-[c:14]3[cH:15][c:16]([C:17](=[O:18])[O:19][CH3:20])[cH:21][cH:22][cH:23]3)[cH:11][cH:12][c:13]21.[C:43]([O-:44])(=[O:45])[CH3:46].[C:48]([O-:49])(=[O:50])[CH3:51].[Cl:35][CH2:36][Cl:37].[Cu+2:47].[Na+:42].[O-:38][C:39]([OH:40])=[O:41].[n:26]1[cH:27][c:28]([B:32]([OH:33])[OH:34])[cH:29][cH:30][cH:31]1>>[C:1]([CH3:2])(=[O:3])[N:4]1[CH:5]([CH3:25])[CH2:6][CH:7]([NH:24][c:28]2[cH:27][n:26][cH:31][cH:30][cH:29]2)[c:8]2[cH:9][c:10](-[c:14]3[cH:15][c:16]([C:17](=[O:18])[O:19][CH3:20])[cH:21][cH:22][cH:23]3)[cH:11][cH:12][c:13]21.